This data is from the Open Reaction Database (ORD), a public repository of structured organic reaction records. The task is: describe an organic reaction: reactants, conditions, products, and yield Starting materials: BrC(Br)(Br)Br, COc1cc(C=O)cc(OC)c1OCc1ccccc1, ClCCl, c1ccc(P(c2ccccc2)c2ccccc2)cc1. The product is COc1cc(C=C(Br)Br)cc(OC)c1OCc1ccccc1. As a reaction SMILES: [C:1]([Br:2])([Br:3])([Br:4])[Br:5].[CH2:25]([c:26]1[cH:27][cH:28][cH:29][cH:30][cH:31]1)[O:32][c:33]1[c:34]([O:43][CH3:44])[cH:35][c:36]([CH:37]=[O:38])[cH:39][c:40]1[O:41][CH3:42].[CH2:45]([Cl:46])[Cl:47].[c:6]1([P:7]([c:8]2[cH:9][cH:10][cH:11][cH:12][cH:13]2)[c:14]2[cH:15][cH:16][cH:17][cH:18][cH:19]2)[cH:20][cH:21][cH:22][cH:23][cH:24]1>>[C:1]([Br:2])([Br:5])=[CH:37][c:36]1[cH:35][c:34]([O:43][CH3:44])[c:33]([O:32][CH2:25][c:26]2[cH:27][cH:28][cH:29][cH:30][cH:31]2)[c:40]([O:41][CH3:42])[cH:39]1. Starting materials: CN=C=O, Cc1ccccc1, NC(=O)C(CC1CCCC1)c1ccc(F)c(C(F)(F)F)c1. Product: CNC(=O)NC(=O)C(CC1CCCC1)c1ccc(F)c(C(F)(F)F)c1. Reaction SMILES: [CH3:22][N:23]=[C:24]=[O:25].[CH3:26][c:27]1[cH:28][cH:29][cH:30][cH:31][cH:32]1.[CH:1]1([CH2:6][CH:7]([C:8](=[O:9])[NH2:10])[c:11]2[cH:12][c:13]([C:18]([F:19])([F:20])[F:21])[c:14]([F:17])[cH:15][cH:16]2)[CH2:2][CH2:3][CH2:4][CH2:5]1>>[CH:1]1([CH2:6][CH:7]([C:8](=[O:9])[NH:10][C:24]([NH:23][CH3:22])=[O:25])[c:11]2[cH:12][c:13]([C:18]([F:19])([F:20])[F:21])[c:14]([F:17])[cH:15][cH:16]2)[CH2:2][CH2:3][CH2:4][CH2:5]1. Starting materials: CCN=C=NCCCN(C)C, CCN(C(C)C)C(C)C, CN(C)C=O, O, O=C(O)Cc1ccc(O)cc1, NCCc1cccc(OCc2ccccc2)c1. Product: O=C(Cc1ccc(O)cc1)NCCc1cccc(OCc2ccccc2)c1. RXN SMILES: [CH3:38][CH2:39][N:40]=[C:41]=[N:42][CH2:43][CH2:44][CH2:45][N:46]([CH3:47])[CH3:48].[CH:29]([N:30]([CH2:31][CH3:32])[CH:33]([CH3:34])[CH3:35])([CH3:36])[CH3:37].[O:49]=[CH:50][N:51]([CH3:52])[CH3:53].[OH2:54].[OH:18][C:19](=[O:20])[CH2:21][c:22]1[cH:23][cH:24][c:25]([OH:26])[cH:27][cH:28]1.[c:1]1([CH2:7][O:8][c:9]2[cH:10][c:11]([CH2:15][CH2:16][NH2:17])[cH:12][cH:13][cH:14]2)[cH:2][cH:3][cH:4][cH:5][cH:6]1>>[c:1]1([CH2:7][O:8][c:9]2[cH:10][c:11]([CH2:15][CH2:16][NH:17][C:19](=[O:18])[CH2:21][c:22]3[cH:23][cH:24][c:25]([OH:26])[cH:27][cH:28]3)[cH:12][cH:13][cH:14]2)[cH:2][cH:3][cH:4][cH:5][cH:6]1. RXN SMILES: S(=O)(=O)(O)O.[C:6]([OH:25])(=[O:24])[C:7]1[CH:12]=[CH:11][CH:10]=[CH:9][C:8]=1[S:13][S:14][C:15]1[CH:23]=[CH:22][CH:21]=[CH:20][C:16]=1[C:17]([OH:19])=O.[C:26]([O-])(O)=O.[Na+].[CH3:31][OH:32]>>[CH3:31][O:32][C:17]([C:16]1[CH:20]=[CH:21][CH:22]=[CH:23][C:15]=1[S:14][S:13][C:8]1[CH:9]=[CH:10][CH:11]=[CH:12][C:7]=1[C:6]([O:25][CH3:26])=[O:24])=[O:19] |f:2.3|. Isolated yield 82.0%. Starting materials: S(O)(O)(=O)=O (Sulphuric acid), C(C1=C(C=CC=C1)SSC1=C(C(=O)O)C=CC=C1)(=O)O (2,2’-dithiodibenzoic acid), CO (methanol), C(=O)(O)[O-].[Na+] (NaHCO3). Product: COC(=O)C1=C(C=CC=C1)SSC1=C(C(=O)OC)C=CC=C1 (methyl 2-[[2-(methoxycarbonyl)phenyl]dithio]benzoate). Reported procedure: 6 mL Sulphuric acid is added to ‘2,2’-dithiodibenzoic acid (20 g, 65.3 mmol) in 150 mL methanol. The reaction mixture is refluxed 3 days. The reaction mixture is cooled to room temperature and saturated aqueous NaHCO3 is added. Methanol is removed in vacuo. The resulting heterogeneous mixture is extracted with ethyl acetate. The organic phase is washed with brine, dried with MgSO4 and concentrated in vacuo to give 17.8 g (82%) of the title compound as a solid, which is used without further purif... Reactants: COC1=CC2=C(CC(NCC2)=O)C=C1OC (7,8-dimethoxy-2-oxo-1,3,4,5-tetrahydro-2H-3-benzazepine), CC=1C=C(OCCCN2CC(CCCC2)CCl)C=CC1 (N-[3-(3-methyl-phenoxy)-propyl]-3-chloromethylhexahydro-azepine). Product: Cl.CC=1C=C(OCCCN2CC(CCCC2)CN2CCC3=C(CC2=O)C=C(C(=C3)OC)OC)C=CC1 (3-[(N-(3-(3-Methyl-phenoxy)-propyl)-hexahydro-azepin-3-yl)methyl]-7,8-dimethoxy-2-oxo-1,3,4,5-tetrahydro-2H-3-benzazepinehydrochloride). As a reaction SMILES: [CH3:1][O:2][C:3]1[C:14]([O:15][CH3:16])=[CH:13][C:6]2[CH2:7][C:8](=[O:12])[NH:9][CH2:10][CH2:11][C:5]=2[CH:4]=1.[CH3:17][C:18]1[CH:19]=[C:20]([CH:34]=[CH:35][CH:36]=1)[O:21][CH2:22][CH2:23][CH2:24][N:25]1[CH2:31][CH2:30][CH2:29][CH2:28][CH:27]([CH2:32][Cl:33])[CH2:26]1>>[ClH:33].[CH3:17][C:18]1[CH:19]=[C:20]([CH:34]=[CH:35][CH:36]=1)[O:21][CH2:22][CH2:23][CH2:24][N:25]1[CH2:31][CH2:30][CH2:29][CH2:28][CH:27]([CH2:32][N:9]2[C:8](=[O:12])[CH2:7][C:6]3[CH:13]=[C:14]([O:15][CH3:16])[C:3]([O:2][CH3:1])=[CH:4][C:5]=3[CH2:11][CH2:10]2)[CH2:26]1 |f:2.3|. Reported procedure: Prepared from 7,8-dimethoxy-2-oxo-1,3,4,5-tetrahydro-2H-3-benzazepine and N-[3-(3-methyl-phenoxy)-propyl]-3-chloromethylhexahydro-azepine analogously to Example 2.